Dataset: the Open Reaction Database (ORD), a public repository of structured organic reaction records. Task: describe an organic reaction: reactants, conditions, products, and yield Starting materials: oil, ClC1=CC=C(C=C1)S (p-chlorothiophenol), C([O-])([O-])=O.[Na+].[Na+] (sodium carbonate), OCC1NCCCC1 (2-hydroxymethylpiperidine), CC1=CC=C(C=C1)S(=O)(=O)O (4-methylbenzene sulfonic acid), 2-piperidinemethanol ester. Run in CN(C=O)C (dimethylformamide), [OH-].[Na+] (sodium hydroxide), N1=CC=CC=C1 (pyridine). Run at temperature 100 celsius, time 8 hour. Product: ClC1=CC=C(C=C1)SCC1N(CCCC1)S(=O)(=O)C1=CC=C(C=C1)C (2-[[(4-Chlorophenyl)thio]methyl]-1-[(4-methylphenyl)sulfonyl]piperidine). As a reaction SMILES: O[CH2:2][CH:3]1[CH2:8][CH2:7][CH2:6][CH2:5][NH:4]1.[CH3:9][C:10]1[CH:15]=[CH:14][C:13]([S:16]([OH:19])(=[O:18])=O)=[CH:12][CH:11]=1.[Cl:20][C:21]1[CH:26]=[CH:25][C:24]([SH:27])=[CH:23][CH:22]=1.C(=O)([O-])[O-].[Na+].[Na+]>N1C=CC=CC=1.CN(C)C=O.[OH-].[Na+]>[Cl:20][C:21]1[CH:26]=[CH:25][C:24]([S:27][CH2:2][CH:3]2[CH2:8][CH2:7][CH2:6][CH2:5][N:4]2[S:16]([C:13]2[CH:12]=[CH:11][C:10]([CH3:9])=[CH:15][CH:14]=2)(=[O:18])=[O:19])=[CH:23][CH:22]=1 |f:3.4.5,8.9|. Procedure: A solution of 57.92 g (0.504 mole) of 2-hydroxymethylpiperidine and 236 g (1.24 mole) of tosychloride in one liter of pyridine was stirred at 25° C. overnight. The mixture was quenched in water and the aqueous mixture was extracted with several portions of methylene chloride. The combined methylene chloride extract was extracted with 1M sulfuric acid solution followed by 1M aqueous sodium hydroxide, dried over magnesium sulfate and evaporated to give an oil which was shown by NMR and mass spectr... The reactants are CC(C)(C)OC(=O)N1CCC(C(=O)c2nc3ccccc3n2Cc2ccco2)CC1, ClCCl, O=C(O)C(F)(F)F. As a reaction SMILES: [C:1]([O:2][C:3](=[O:4])[N:8]1[CH2:9][CH2:10][CH:11]([C:14](=[O:15])[c:16]2[n:17][c:18]3[c:19]([n:20]2[CH2:21][c:22]2[o:23][cH:24][cH:25][cH:26]2)[cH:27][cH:28][cH:29][cH:30]3)[CH2:12][CH2:13]1)([CH3:5])([CH3:6])[CH3:7].[Cl:38][CH2:39][Cl:40].[OH:31][C:32]([C:33]([F:34])([F:35])[F:36])=[O:37]>>[NH:8]1[CH2:9][CH2:10][CH:11]([C:14](=[O:15])[c:16]2[n:17][c:18]3[c:19]([n:20]2[CH2:21][c:22]2[o:23][cH:24][cH:25][cH:26]2)[cH:27][cH:28][cH:29][cH:30]3)[CH2:12][CH2:13]1. Yields the product O=C(c1nc2ccccc2n1Cc1ccco1)C1CCNCC1. Reactants: C1(=CC=CC2=CC3=CC=CC=C3C=C12)C=O (1-Anthracenecarbaldehyde), BrC1=C2C=CC=C(C2=CC2=CC=CC=C12)CO ((10-Bromo-1-anthracenyl)methanol), [Cr](=O)(=O)([O-])Cl.[NH+]1=CC=CC=C1 (pyridinium chlorochromate). The product is BrC1=C2C=CC=C(C2=CC2=CC=CC=C12)C=O (10-bromo-1-anthracenecarbaldehyde). Reaction SMILES: C1(C=O)C2C(=CC3C(C=2)=CC=CC=3)C=CC=1.[Br:17][C:18]1[C:31]2[C:26](=[CH:27][CH:28]=[CH:29][CH:30]=2)[CH:25]=[C:24]2[C:19]=1[CH:20]=[CH:21][CH:22]=[C:23]2[CH2:32][OH:33].[Cr](Cl)([O-])(=O)=O.[NH+]1C=CC=CC=1>>[Br:17][C:18]1[C:31]2[C:26](=[CH:27][CH:28]=[CH:29][CH:30]=2)[CH:25]=[C:24]2[C:19]=1[CH:20]=[CH:21][CH:22]=[C:23]2[CH:32]=[O:33] |f:2.3|. Procedure details: Using the procedure outlined in 15D, oxidation of (10-bromo-1-anthracenyl)methanol (16A) with pyridinium chlorochromate (Aldrich) gave 10-bromo-1-anthracenecarbaldehyde mp 134.5°-135.5°, (PhCH3 /hexane), (C, H, Br). Starting materials: COC(=O)c1cc(N2CCOCC2)ccc1OCc1ccccc1, CCO, CCOC(C)=O, [Na+], [OH-], O=C(O)CC(O)(CC(=O)O)C(=O)O. Yields the product O=C(O)c1cc(N2CCOCC2)ccc1OCc1ccccc1. RXN SMILES: [CH2:6]([c:7]1[cH:8][cH:9][cH:10][cH:11][cH:12]1)[O:13][c:14]1[c:15]([C:16](=[O:17])[O:18][CH3:19])[cH:20][c:21]([N:24]2[CH2:25][CH2:26][O:27][CH2:28][CH2:29]2)[cH:22][cH:23]1.[CH3:3][CH2:4][OH:5].[CH3:43][CH2:44][O:45][C:46](=[O:47])[CH3:48].[Na+:2].[OH-:1].[OH:30][C:31]([CH2:32][C:33]([C:34](=[O:35])[OH:36])([CH2:37][C:38](=[O:39])[OH:40])[OH:41])=[O:42]>>[CH2:6]([c:7]1[cH:8][cH:9][cH:10][cH:11][cH:12]1)[O:13][c:14]1[c:15]([C:16](=[O:17])[OH:18])[cH:20][c:21]([N:24]2[CH2:25][CH2:26][O:27][CH2:28][CH2:29]2)[cH:22][cH:23]1. Starting materials: CCO, [Na], O, ON=C(Cc1c[nH]c2ccccc12)c1ccccc1. Yields the product NC(Cc1c[nH]c2ccccc12)c1ccccc1. As a reaction SMILES: [CH3:22][CH2:23][OH:24].[Na:20].[OH2:21].[nH:1]1[cH:2][c:3]([CH2:10][C:11](=[N:12][OH:13])[c:14]2[cH:15][cH:16][cH:17][cH:18][cH:19]2)[c:4]2[cH:5][cH:6][cH:7][cH:8][c:9]12>>[nH:1]1[cH:2][c:3]([CH2:10][CH:11]([NH2:12])[c:14]2[cH:15][cH:16][cH:17][cH:18][cH:19]2)[c:4]2[cH:5][cH:6][cH:7][cH:8][c:9]12. The reactants are N1CC(OCC1)C(=O)OCC (ethyl morpholine-2-carboxylate), C(C=C)(=O)OCC (ethyl acrylate). The solvent is CCOCC (Et2O). Run at temperature 100 celsius. Product: C(C)OC(CCN1CC(OCC1)C(=O)OCC)=O (Ethyl 4-(3-ethoxy-3-oxopropyl)morpholine-2-carboxylate). Reaction SMILES: [NH:1]1[CH2:6][CH2:5][O:4][CH:3]([C:7]([O:9][CH2:10][CH3:11])=[O:8])[CH2:2]1.[C:12]([O:16][CH2:17][CH3:18])(=[O:15])[CH:13]=[CH2:14]>CCOCC>[CH2:17]([O:16][C:12](=[O:15])[CH2:13][CH2:14][N:1]1[CH2:6][CH2:5][O:4][CH:3]([C:7]([O:9][CH2:10][CH3:11])=[O:8])[CH2:2]1)[CH3:18]. Procedure: A mixture of ethyl morpholine-2-carboxylate (3 g, 18.85 mmol) and ethyl acrylate (5 ml, 18.85 mmol) was heated at 100° C. for 14 h. The reaction was cooled to RT then diluted with Et2O and extracted with aqueous 3M HCl. The combined aqueous layers were basified by solid K2CO3 and extracted with DCM. The combined organic layers were dried over anhydrous Na2SO4, filtered and concentrated under reduced pressure to afford the title compound as a pale-yellow oil, which was used without further purifi... Starting materials: COC(=O)CCC(N)Cc1c[nH]c2ncccc12, CCOC(C)=O, [Na+], [Na+], O=C([O-])[O-]. Yields the product O=C1CCC(Cc2c[nH]c3ncccc23)N1. As a reaction SMILES: [CH3:1][O:2][C:3]([CH2:4][CH2:5][CH:6]([CH2:7][c:8]1[cH:9][nH:10][c:11]2[n:12][cH:13][cH:14][cH:15][c:16]12)[NH2:17])=[O:18].[CH3:25][CH2:26][O:27][C:28](=[O:29])[CH3:30].[Na+:19].[Na+:20].[O-:21][C:22](=[O:23])[O-:24]>>[O:2]=[C:3]1[CH2:4][CH2:5][CH:6]([CH2:7][c:8]2[cH:9][nH:10][c:11]3[n:12][cH:13][cH:14][cH:15][c:16]23)[NH:17]1. Reactants: N#N (N2), C(=O)=O (CO2), BrC1=C(C=C(C(=C1)F)Br)F (1,4-dibromo-2,5-difluorobenzene), [Li]CCCC (n-BuLi), solution, S(C)C (Me2S), crude material. Solvent: CC(OCC)=O (EA), Cl (HCl), CC(OCC)=O (EA), CCOCC (Et2O), hexanes, O (water), C1CCOC1 (THF). Conditions: temperature -78 celsius, time 10 minute. Product: BrC1=CC(=C(CO)C=C1F)F (4-Bromo-2,5-difluorobenzyl alcohol). Reaction SMILES: N#N.Br[C:4]1[CH:9]=[C:8]([F:10])[C:7]([Br:11])=[CH:6][C:5]=1[F:12].[Li]CCCC.[C:18](=O)=[O:19].S(C)C>CCOCC.CC(=O)OCC.Cl.C1COCC1.O>[Br:11][C:7]1[C:8]([F:10])=[CH:9][C:4]([CH2:18][OH:19])=[C:5]([F:12])[CH:6]=1. Reported procedure: In a flame dried round-bottomed flask equipped with a magnetic stir bar and under inert atmosphere (N2), a solution of 1,4-dibromo-2,5-difluorobenzene (600 mg, 2.21 mmol) in dry Et2O (8 mL) was added to a n-BuLi (0.88 mL of a 2.5M solution in hexanes, 2.20 mmol) at −78° C. The reaction mixture was stirred at −78° C. for 2 h before solid CO2 was added. The reaction mixture was stirred at −78° C. for 10 min and then allowed to warm up to rt. The mixture was then diluted with EA and aq. 1N HCl was ... Starting materials: COC1=CC=C(C(C(=O)O)=C1)O (5-methoxysalicylic acid), [OH-].[Na+] (sodium hydroxide), C(C1=CC=CC=C1)Br (benzyl bromide). Solvent: O (water), O (water). Run at time 14 hour. Yields the product C(C1=CC=CC=C1)OC(C1=C(C=CC(=C1)OC)OCC1=CC=CC=C1)=O (2-benzyloxy-5-methoxy benzoic acid benzyl ester). As a reaction SMILES: [CH3:1][O:2][C:3]1[CH:11]=[C:7]([C:8]([OH:10])=[O:9])[C:6]([OH:12])=[CH:5][CH:4]=1.[OH-].[Na+].[CH2:15](Br)[C:16]1[CH:21]=[CH:20][CH:19]=[CH:18][CH:17]=1>O>[CH2:15]([O:9][C:8](=[O:10])[C:7]1[CH:11]=[C:3]([O:2][CH3:1])[CH:4]=[CH:5][C:6]=1[O:12][CH2:8][C:7]1[CH:11]=[CH:3][CH:4]=[CH:5][CH:6]=1)[C:16]1[CH:21]=[CH:20][CH:19]=[CH:18][CH:17]=1 |f:1.2|. Reported procedure: A solution of 5-methoxysalicylic acid (33.6 g., 0.2 mol) in 300 ml. of hexamethylphosphorustriamide is treated successively with 16 g. of sodium hydroxide in 40 ml. of water and 68.4 g. (0.4 mol) of benzyl bromide. The resulting solution is stirred 14 hours at room temperature, poured into water and extracted with diethyl ether. The ether solution is dried and evaporated to a yellow oil which solidified on standing. Recrystallization from benzenehexane gives the desired 2-benzyloxy-5-methoxy ben... Reactants: CC(C)([O-])C.[K+] (potassium tert-butoxide), C(C)(=O)N1CC(CC(C1)C1=CC=C(C=C1)CC(F)F)C(=O)OC (Methyl 1-acetyl-5-[4-(2,2-difluoroethyl)phenyl]piperidine-3-carboxylate). Solvent: CO (methanol). Run at temperature 60 celsius, time 8 hour. Product: C(C)(=O)N1CC(CC(C1)C1=CC=C(C=C1)CC(F)F)C(=O)O (1-Acetyl-5-[4-(2,2-difluoroethyl)phenyl]piperidine-3-carboxylic acid). Reaction SMILES: CC(C)([O-])C.[K+].[C:7]([N:10]1[CH2:15][CH:14]([C:16]2[CH:21]=[CH:20][C:19]([CH2:22][CH:23]([F:25])[F:24])=[CH:18][CH:17]=2)[CH2:13][CH:12]([C:26]([O:28]C)=[O:27])[CH2:11]1)(=[O:9])[CH3:8]>CO>[C:7]([N:10]1[CH2:15][CH:14]([C:16]2[CH:21]=[CH:20][C:19]([CH2:22][CH:23]([F:24])[F:25])=[CH:18][CH:17]=2)[CH2:13][CH:12]([C:26]([OH:28])=[O:27])[CH2:11]1)(=[O:9])[CH3:8] |f:0.1|. Procedure details: 410 mg (3.65 mmol) of potassium tert-butoxide were added at RT to a solution of 205 mg (0.365 mmol, purity 61%) of the compound from Example 58A in methanol (6.9 ml). The mixture was stirred at 60° C. overnight. For workup, the methanol was removed under reduced pressure, the residue was admixed with water and the mixture was acidified (pH 1) with aqueous 1 N hydrochloric acid solution. The mixture was extracted with ethyl acetate, and the organic phase was dried with magnesium sulphate, filtere...